This data is from the Open Reaction Database (ORD), a public repository of structured organic reaction records. The task is: describe an organic reaction: reactants, conditions, products, and yield The reactants are C([C@@H](O)C)(=O)[O-].[Na+] (sodium L-lactate), C(C(C)C)(=O)O (isobutyric acid), [OH-].[Na+] (NaOH), GS115-MSP10, CCCCCCCCCCCCC[N+](C)(C)CC=1C=CC=CC1.[Cl-] (benzalkonium chloride). Run in aqueous solution. Conditions: time 8 hour. Yields the product C(C(=O)C)(=O)[O-] (pyruvate), C(C)(=O)[O-] (acetate). As a reaction SMILES: [C:1]([O-:6])(=[O:5])[C@H:2]([CH3:4])[OH:3].[Na+].[C:8]([OH:13])(=[O:12])[CH:9](C)C.[OH-].[Na+].CCCCCCCCCCCCC[N+](CC1C=CC=CC=1)(C)C.[Cl-]>>[C:1]([O-:6])(=[O:5])[C:2]([CH3:4])=[O:3].[C:8]([O-:13])(=[O:12])[CH3:9] |f:0.1,3.4,5.6|. Procedure details: The procedure described in Example 1 was repeated using 10 mL of an aqueous solution containing sodium L-lactate (0.500M) and isobutyric acid (HPLC internal standard, 0.100M) at pH 9.0 (adjusted with 50% NaOH), to which was added 0.35 g (wet weight) of Pichia pastoris transformant GS115-MSP10 (2.26 IU/mL glycolate oxidase and 5,000 IU/mL catalase) which had been permeabilized by treatment with 0.1% benzalkonium chloride ("BARQUAT" OJ-50); no buffer was added. After 8 hours, the HPLC yields of py... Starting materials: 41.83, 41.98, C(C1=CC=CC=C1)OC1=C(C=O)C=C(C=C1Br)Br (2-benzyloxy-3,5-dibromobenzaldehyde), Cl.NNC(=N)NN (N,N'-diaminoguanidine, hydrochloride), [H][H] (hydrogen). Run in 2B-ethanol, Cl (hydrochloric acid). Yields the product BrC=1C(=C(C=NNC(=N)NN=CC2=C(C(=CC(=C2)Br)Br)OCC2=CC=CC=C2)C=C(C1)Br)OCC1=CC=CC=C1 (1,3-Bis[(3,5-dibromo-2-benzyloxybenzylidene) amino]guanidine). RXN SMILES: Cl.[NH2:2][NH:3][C:4]([NH:6][NH2:7])=[NH:5].[CH2:8]([O:15][C:16]1[C:23]([Br:24])=[CH:22][C:21]([Br:25])=[CH:20][C:17]=1[CH:18]=O)[C:9]1[CH:14]=[CH:13][CH:12]=[CH:11][CH:10]=1.[H][H]>Cl>[Br:24][C:23]1[C:16]([O:15][CH2:8][C:9]2[CH:14]=[CH:13][CH:12]=[CH:11][CH:10]=2)=[C:17]([CH:20]=[C:21]([Br:25])[CH:22]=1)[CH:18]=[N:2][NH:3][C:4]([NH:6][N:7]=[CH:18][C:17]1[CH:20]=[C:21]([Br:25])[CH:22]=[C:23]([Br:24])[C:16]=1[O:15][CH2:8][C:9]1[CH:14]=[CH:13][CH:12]=[CH:11][CH:10]=1)=[NH:5] |f:0.1|. Procedure: To a mixture of 2.1 grams (0.015 mole) of N,N'-diaminoguanidine, hydrochloride in 50 milliliters of 2B-ethanol and 2.0 milliliters of concentrated hydrochloric acid was added 11.1 grams (0.03 mole) of 2-benzyloxy-3,5-dibromobenzaldehyde. The mixture was stirred and heated to reflux temperature and maintained at this temperature overnight. At the completion of the reaction, the insoluble crystals contained in the reaction mixture were removed by filtration and dried under reduced pressure. The so... Starting materials: C1(CC1)NC1=CC=C(C(=N1)N1CCN(CC1)C(=O)OCC)[N+](=O)[O-] (4-[6-(cyclopropylamino)-3-nitro-2-pyridinyl]-1-piperazinecarboxylic acid, ethyl ester), C(C)(=O)OC(C)=O (acetic anhydride). Solvent: C(C)(=O)O (acetic acid). Product: C(C)(=O)N(C1=CC=C(C(=N1)N1CCN(CC1)C(=O)OCC)[N+](=O)[O-])C1CC1 (4-[6-(Acetylcyclopropylamino)-3-nitro-2-pyridinyl]-1-piperazinecarboxylic acid, ethyl ester). Reaction SMILES: [CH:1]1([NH:4][C:5]2[N:10]=[C:9]([N:11]3[CH2:16][CH2:15][N:14]([C:17]([O:19][CH2:20][CH3:21])=[O:18])[CH2:13][CH2:12]3)[C:8]([N+:22]([O-:24])=[O:23])=[CH:7][CH:6]=2)[CH2:3][CH2:2]1.[C:25](OC(=O)C)(=[O:27])[CH3:26]>C(O)(=O)C>[C:25]([N:4]([CH:1]1[CH2:3][CH2:2]1)[C:5]1[N:10]=[C:9]([N:11]2[CH2:16][CH2:15][N:14]([C:17]([O:19][CH2:20][CH3:21])=[O:18])[CH2:13][CH2:12]2)[C:8]([N+:22]([O-:24])=[O:23])=[CH:7][CH:6]=1)(=[O:27])[CH3:26]. Reported procedure: A solution of 64.0 g (0.19 mole) of 4-[6-(cyclopropylamino)-3-nitro-2-pyridinyl]-1-piperazinecarboxylic acid, ethyl ester, 115 ml of acetic anhydride and 115 ml of acetic acid was heated on a steam bath for 36 hours. The solvents were removed in vacuo, the residue was triturated with a mixture of ethanol and toluene which was also evaporated in vacuo to give 68.3 g of the title compound, mp 90°-93° C. The reactants are N([C@@H](CC1=CC=CC=C1)C(=O)NCC(=O)OCC1=CC=CC=C1)C(=O)OC(C)(C)C (Boc-Phe-Gly-OBzl), CO (MeOH). Reagents/catalysts: [Pd] (Pd-C). The solvent is CC(=O)O (AcOH). The product is N([C@@H](CC1=CC=CC=C1)C(=O)NCC(=O)O)C(=O)OC(C)(C)C (Boc-Phe-Gly-OH). Yield: 92.9%. Reaction SMILES: [NH:1]([C:24]([O:26][C:27]([CH3:30])([CH3:29])[CH3:28])=[O:25])[C@H:2]([C:10]([NH:12][CH2:13][C:14]([O:16]CC1C=CC=CC=1)=[O:15])=[O:11])[CH2:3][C:4]1[CH:9]=[CH:8][CH:7]=[CH:6][CH:5]=1.CO>[Pd].CC(O)=O>[NH:1]([C:24]([O:26][C:27]([CH3:30])([CH3:29])[CH3:28])=[O:25])[C@H:2]([C:10]([NH:12][CH2:13][C:14]([OH:16])=[O:15])=[O:11])[CH2:3][C:4]1[CH:5]=[CH:6][CH:7]=[CH:8][CH:9]=1. Procedure details: Boc-Phe-Gly-OBzl (6.2 g, 15 mmole) was suspended in the mixtured solvent of MeOH (80 ml) and AcOH (30 ml), and then H2 gas was passed through the solution in the presence of Pd-C for 4 hours. Pd-C was removed by filtration, and the solvent was distilled off. The thus-obtained residue was recrystalized two times with AcOEt/n-hexane to obtain the object product (4.49 g, 92.8%). The reactants are C1COCCN1, CO, O=[PH](O)C(O)CCl. Product: C1COCC[NH2+]1, O=[PH]([O-])C(O)CCl. Reaction SMILES: [CH2:8]1[CH2:9][O:10][CH2:11][CH2:12][NH:13]1.[CH3:14][OH:15].[OH:1][CH:2]([CH2:3][Cl:4])[PH:5]([OH:6])=[O:7]>>[CH2:8]1[CH2:9][O:10][CH2:11][CH2:12][NH2+:13]1.[OH:1][CH:2]([CH2:3][Cl:4])[PH:5](=[O:6])[O-:7]. The reactants are C(C)OC(=O)C1C(C2=C(N(CC1)S(=O)(=O)C1=CC=C(C=C1)C)C=CC=C2)=O (5-oxo-1-(toluene-4-sulfonyl)-2,3,4,5-tetrahydro-1H-benzo[b]azepine-4-carboxylic acid ethyl ester), BrCCN1C(C=2C(C1=O)=CC=CC2)=O (N-(2-bromoethyl)phthalimide). The product is C(C)OC(=O)C1(C(C2=C(N(CC1)S(=O)(=O)C1=CC=C(C=C1)C)C=CC=C2)=O)CCN2C(C1=CC=CC=C1C2=O)=O (4-[2-(1,3-Dioxo-1,3-dihydro-isoindol-2-yl)-ethyl]-5-oxo-1-(toluene-4-sulfonyl)-2,3,4,5-tetrahydro-1H-benzo[b]azepine-4-carboxylic acid ethyl ester). As a reaction SMILES: [CH2:1]([O:3][C:4]([CH:6]1[CH2:12][CH2:11][N:10]([S:13]([C:16]2[CH:21]=[CH:20][C:19]([CH3:22])=[CH:18][CH:17]=2)(=[O:15])=[O:14])[C:9]2[CH:23]=[CH:24][CH:25]=[CH:26][C:8]=2[C:7]1=[O:27])=[O:5])[CH3:2].Br[CH2:29][CH2:30][N:31]1[C:35](=[O:36])[C:34]2=[CH:37][CH:38]=[CH:39][CH:40]=[C:33]2[C:32]1=[O:41]>>[CH2:1]([O:3][C:4]([C:6]1([CH2:29][CH2:30][N:31]2[C:32](=[O:41])[C:33]3[C:34](=[CH:37][CH:38]=[CH:39][CH:40]=3)[C:35]2=[O:36])[CH2:12][CH2:11][N:10]([S:13]([C:16]2[CH:21]=[CH:20][C:19]([CH3:22])=[CH:18][CH:17]=2)(=[O:14])=[O:15])[C:9]2[CH:23]=[CH:24][CH:25]=[CH:26][C:8]=2[C:7]1=[O:27])=[O:5])[CH3:2]. Reported procedure: The title compound was prepared from 5-oxo-1-(toluene-4-sulfonyl)-2,3,4,5-tetrahydro-1H-benzo[b]azepine-4-carboxylic acid ethyl ester and N-(2-bromoethyl)phthalimide as described in Example 1. 1H NMR (CDCl3) δ 7.85(m, 4H), 7.75(m, 4H), 7.55-7.45(m, 2H), 7.4-7.35(m, 1H), 7.25-7.2(m, 1H), 4.2-4.0(m, 6H), 3.9-3.85(m, 1H), 3.65-3.55(m, 3H), 3.4(br s, 1H), 2.4(s, 3H), 2.4-2.35(m, 1H), 1.35-1.15(m, 3H). MS (ES) m/z 583(MNa)+ Starting materials: BrC1=CC=C2CCN(CC2=C1)C(C(F)(F)F)=O (7-bromo-2-trifluoroacetyl-1,2,3,4-tetrahydoisoquinoline), C([O-])([O-])=O.[K+].[K+] (potassium carbonate), CO (methanol), O (water). Run in CCCCCC (hexane). The product is BrC1=CC=C2CCNCC2=C1 (7-Bromo-1,2,3,4-tetrahydroisoquinoline). The yield is 59.6%. As a reaction SMILES: [Br:1][C:2]1[CH:11]=[C:10]2[C:5]([CH2:6][CH2:7][N:8](C(=O)C(F)(F)F)[CH2:9]2)=[CH:4][CH:3]=1.C(=O)([O-])[O-].[K+].[K+].CO.O>CCCCCC>[Br:1][C:2]1[CH:11]=[C:10]2[C:5]([CH2:6][CH2:7][NH:8][CH2:9]2)=[CH:4][CH:3]=1 |f:1.2.3|. Procedure details: A mixture of 7-bromo-2-trifluoroacetyl-1,2,3,4-tetrahydoisoquinoline (G. E. Stokker, Tetrahedron Letters 1996, 37, 5453) (43.4g, 0.14 mol), potassium carbonate (104.3g, 0.75 mol), methanol (1 L) and water (150ml) was heated at reflux for 1 h, then cooled and evaporated in vacuo. Residue was partitioned between water (1 L) and dichloromethane (4×200 ml). Combined extracts were dried (Na2SO4) and evaporated in vacuo to give an oil which was dissolved in hexane. The mixture was filtered and the fil... The reactants are C(C1=CC=CC=C1)(=O)Cl (benzoyl chloride), solution, C(CCC)[Li] (butyllithium), CC(CCC)OC1CCC(N1)=O (5-(2-pentyloxy) pyrrolidin-2-one). Solvent: O1CCCC1 (tetrahydrofuran), CCCCCC (hexane), O1CCCC1 (tetrahydrofuran). Yields the product C(C1=CC=CC=C1)(=O)N1C(CCC1OC(C)CCC)=O (1-benzoyl 5-(2-pentyloxy) pyrrolidin-2-one). The yield is 65.3%. RXN SMILES: C([Li])CCC.[CH3:6][CH:7]([O:11][CH:12]1[NH:16][C:15](=[O:17])[CH2:14][CH2:13]1)[CH2:8][CH2:9][CH3:10].[C:18](Cl)(=[O:25])[C:19]1[CH:24]=[CH:23][CH:22]=[CH:21][CH:20]=1>CCCCCC.O1CCCC1>[C:18]([N:16]1[CH:12]([O:11][CH:7]([CH2:8][CH2:9][CH3:10])[CH3:6])[CH2:13][CH2:14][C:15]1=[O:17])(=[O:25])[C:19]1[CH:24]=[CH:23][CH:22]=[CH:21][CH:20]=1. Reported procedure: 12.4 cm3 of a 1.5M solution of butyllithium in hexane is added at -70° C. to a solution of 3.2 g of 5-(2-pentyloxy) pyrrolidin-2-one in 130 cm3 of tetrahydrofuran. The mixture is maintained at this temperature for 20 minutes, then a solution of 2.62 g of benzoyl chloride in 20 cm3 of tetrahydrofuran is added. The solution is returned to ambient temperature, concentrated and chromatographed on silica (eluent: hexane-ethyl acetate 7-3). 3.35 g of expected product is obtained. The reactants are CCOC(=O)CCCCc1c(COCC(=O)OC(C)(C)C)nn2c(CC)ccc2c1-c1cncc(C)c1, O=C(O)C(F)(F)F. The product is CCOC(=O)CCCCc1c(COCC(=O)O)nn2c(CC)ccc2c1-c1cncc(C)c1. RXN SMILES: [C:1]([CH3:2])([CH3:3])([CH3:4])[O:5][C:6]([CH2:7][O:8][CH2:9][c:10]1[c:11]([CH2:28][CH2:29][CH2:30][CH2:31][C:32](=[O:33])[O:34][CH2:35][CH3:36])[c:12](-[c:21]2[cH:22][n:23][cH:24][c:25]([CH3:27])[cH:26]2)[c:13]2[n:14]([n:15]1)[c:16]([CH2:19][CH3:20])[cH:17][cH:18]2)=[O:37].[OH:38][C:39]([C:40]([F:41])([F:42])[F:43])=[O:44]>>[O:5]=[C:6]([CH2:7][O:8][CH2:9][c:10]1[c:11]([CH2:28][CH2:29][CH2:30][CH2:31][C:32](=[O:33])[O:34][CH2:35][CH3:36])[c:12](-[c:21]2[cH:22][n:23][cH:24][c:25]([CH3:27])[cH:26]2)[c:13]2[n:14]([n:15]1)[c:16]([CH2:19][CH3:20])[cH:17][cH:18]2)[OH:37]. Reactants: CCOC(=O)C(Cc1ccc(OCC=C(C)c2ccc(-c3cc(C(F)(F)F)cc(C(F)(F)F)c3)cc2)cc1)OCC, [Na+], [OH-]. The product is CCOC(Cc1ccc(OCC=C(C)c2ccc(-c3cc(C(F)(F)F)cc(C(F)(F)F)c3)cc2)cc1)C(=O)O. Reaction SMILES: [F:1][C:2]([c:3]1[cH:4][c:5](-[c:13]2[cH:14][cH:15][c:16]([C:19](=[CH:20][CH2:21][O:22][c:23]3[cH:24][cH:25][c:26]([CH2:29][CH:30]([C:31](=[O:32])[O:33][CH2:34][CH3:35])[O:36][CH2:37][CH3:38])[cH:27][cH:28]3)[CH3:39])[cH:17][cH:18]2)[cH:6][c:7]([C:9]([F:10])([F:11])[F:12])[cH:8]1)([F:40])[F:41].[Na+:43].[OH-:42]>>[F:1][C:2]([c:3]1[cH:4][c:5](-[c:13]2[cH:14][cH:15][c:16]([C:19](=[CH:20][CH2:21][O:22][c:23]3[cH:24][cH:25][c:26]([CH2:29][CH:30]([C:31](=[O:32])[OH:33])[O:36][CH2:37][CH3:38])[cH:27][cH:28]3)[CH3:39])[cH:17][cH:18]2)[cH:6][c:7]([C:9]([F:10])([F:11])[F:12])[cH:8]1)([F:40])[F:41].